Dataset: the Open Reaction Database (ORD), a public repository of structured organic reaction records. Task: describe an organic reaction: reactants, conditions, products, and yield Reactants: COC(C(CC1=CC(=CC=C1)O)OC)=O (3-(3-Hydroxy-phenyl)-2-methoxy-propionic acid methyl ester), BrCCCOC1=CC=C(C=C1)OC1=CC=CC=C1 (4-(3-bromopropoxy)1-phenoxybenzene). Yields the product COC(C(=O)O)CC1=CC(=CC=C1)OCCCOC1=CC=C(C=C1)OC1=CC=CC=C1 (2-Methoxy-3-{3-[3-(4-phenoxy-phenoxy)-propoxy]-phenyl}-propionic acid). Reaction SMILES: C[O:2][C:3](=[O:15])[CH:4]([O:13][CH3:14])[CH2:5][C:6]1[CH:11]=[CH:10][CH:9]=[C:8]([OH:12])[CH:7]=1.Br[CH2:17][CH2:18][CH2:19][O:20][C:21]1[CH:26]=[CH:25][C:24]([O:27][C:28]2[CH:33]=[CH:32][CH:31]=[CH:30][CH:29]=2)=[CH:23][CH:22]=1>>[CH3:14][O:13][CH:4]([CH2:5][C:6]1[CH:11]=[CH:10][CH:9]=[C:8]([O:12][CH2:17][CH2:18][CH2:19][O:20][C:21]2[CH:26]=[CH:25][C:24]([O:27][C:28]3[CH:33]=[CH:32][CH:31]=[CH:30][CH:29]=3)=[CH:23][CH:22]=2)[CH:7]=1)[C:3]([OH:2])=[O:15]. Procedure: The title compound was prepared from 3-(3-Hydroxy-phenyl)-2-methoxy-propionic acid methyl ester from Example 152, Step D with 4-(3-bromopropoxy)1-phenoxybenzene in a manner analogous as in Example 152, Step E. MS (ES) for C25H26O6 [M+NH4]+: 440.2, [M+Na]+: 445.2. 1H-NMR (CDCl3, 200.15 MHz): 7.33–7.17 (m, 3H), 7.07–6.78 (m, 10H), 4.15 (dt, 4H, J=1.9, 6.2), 4.03 (dd, 1H, J=7.3, 4.3), 3.40 (s, 3H), 3.13 (dd, 1H, J=14.2, 4.6), 2.98 (dd, 1H, J=14.0, 7.5), 2.25 (qui, 2H, J=5.9)ppm. Starting materials: diazo ketone, C(=O)(O)C1NC2(C(N(C2O1)C(C(=O)OC)=C(C)C)=O)C(CC1=CC=CC=C1)=O (methyl α-(3ξ-carboxy-2-phenylacetyl-7-oxo-4-oxa-2,6-diazabicyclo[3.2.0]heptan-6-yl)-α-isopropylideneacetate), S(=O)(Cl)Cl (thionyl chloride), [N+](=[N-])=CC(=O)C1NC2(C(N(C2O1)C(C(=O)OC)=C(C)C)=O)C(CC1=CC=CC=C1)=O (methyl α-(3ξ-diazoacetyl-2-phenylacetyl-7-oxo-4-oxa-2,6-diazabicyclo[3.2.0]heptan-6-yl)-α-isopropylideneacetate), Cl (hydrogen chloride). Solvent: C(Cl)Cl (methylene chloride). Reaction conditions: time 30 minute. Product: ClCC(=O)C1NC2(C(N(C2O1)C(C(=O)OC)=C(C)C)=O)C(CC1=CC=CC=C1)=O (methyl α-(3ξ-chloroacetyl-2-phenylacetyl-7-oxo-4-oxa-2,6-diazabicyclo[3.2.0]heptan-6-yl)-α-isopropylideneacetate). Yield: 75.3%. As a reaction SMILES: C(C1OC2C(C(=O)CC3C=CC=CC=3)(C(=O)N2C(=C(C)C)C(OC)=O)N1)(O)=O.S(Cl)(Cl)=O.[N+](=[CH:35][C:36]([CH:38]1[O:44][CH:43]2[C:40]([C:54](=[O:62])[CH2:55][C:56]3[CH:61]=[CH:60][CH:59]=[CH:58][CH:57]=3)([C:41](=[O:53])[N:42]2[C:45](=[C:50]([CH3:52])[CH3:51])[C:46]([O:48][CH3:49])=[O:47])[NH:39]1)=[O:37])=[N-].[ClH:63]>C(Cl)Cl>[Cl:63][CH2:35][C:36]([CH:38]1[O:44][CH:43]2[C:40]([C:54](=[O:62])[CH2:55][C:56]3[CH:61]=[CH:60][CH:59]=[CH:58][CH:57]=3)([C:41](=[O:53])[N:42]2[C:45](=[C:50]([CH3:52])[CH3:51])[C:46]([O:48][CH3:49])=[O:47])[NH:39]1)=[O:37]. Procedure details: To a solution of 1.45 g of methyl α-(3ξ-carboxy-2-phenylacetyl-7-oxo-4-oxa-2,6-diazabicyclo[3.2.0]heptan-6-yl)-α-isopropylideneacetate in 7 ml of methylene chloride is added 1.2 ml of thionyl chloride, and the mixture refluxed under heating for 2 hours and concentrated under reduced pressure. The resulting residue [methyl α-(3ξ-chlorocarbonyl-2-phenylacetyl-7-oxo-4-oxa-2,6-diazabicyclo[3.2.0]heptan-6-yl)-α-isopropylideneacetate] is dissolved in 20 ml of tetrahydrofuran and mixed with 15 ml of et... Reactants: Cl (HCl), OC1=CC=C(C(=O)O)C=C1 (para-hydroxybenzoic acid), [OH-].[K+] (KOH), C(C1=CC=CC=C1)(=O)Cl (benzoyl chloride), Cl (HCl). Procedure details: 138.1 g (1.0 mol) of para-hydroxybenzoic acid were first dissolved in 400 ml of water and 600 ml of isopropanol and this solution was admixed at 0 to 5° C. with 235.7 g of KOH solution (50% strength by weight aqueous solution, 2.1 mol). The resulting pH was 14. Metered into this solution over the course of one hour, then, at 0 to 5° C., were 140.4 g (1.0 mol) of benzoyl chloride, and the batch was stirred for 30 minutes at 0 to 5° C. thereafter. At the end of the after-stirring, the pH of the re... Reaction conditions: temperature 2.5 celsius, time 30 minute. Run in C(C)(C)O (isopropanol), O (water). Product: C(C1=CC=CC=C1)(=O)OC1=CC=C(C(=O)O)C=C1 (Para-benzoyloxybenzoic Acid). Reaction SMILES: [OH:1][C:2]1[CH:10]=[CH:9][C:5]([C:6]([OH:8])=[O:7])=[CH:4][CH:3]=1.[OH-].[K+].[C:13](Cl)(=[O:20])[C:14]1[CH:19]=[CH:18][CH:17]=[CH:16][CH:15]=1.Cl>O.C(O)(C)C>[C:13]([O:1][C:2]1[CH:10]=[CH:9][C:5]([C:6]([OH:8])=[O:7])=[CH:4][CH:3]=1)(=[O:20])[C:14]1[CH:19]=[CH:18][CH:17]=[CH:16][CH:15]=1 |f:1.2|. Starting materials: CCO, N#C[K], O, S=C=Nc1ccccc1. Yields the product N#CN(C=S)c1ccccc1. As a reaction SMILES: [CH3:13][CH2:14][OH:15].[K:10][C:11]#[N:12].[OH2:16].[c:1]1([N:7]=[C:8]=[S:9])[cH:2][cH:3][cH:4][cH:5][cH:6]1>>[c:1]1([N:7]([CH:8]=[S:9])[C:11]#[N:12])[cH:2][cH:3][cH:4][cH:5][cH:6]1.